Dataset: the Open Reaction Database (ORD), a public repository of structured organic reaction records. Task: describe an organic reaction: reactants, conditions, products, and yield The reactants are O=C([O-])[O-], CCOC(=O)CBr, CN(C)C=O, [K+], [K+], O=Cc1[nH]c2c(c1CCCN1CCNCC1)CCCC2. Product: CCOC(=O)CN1CCN(CCCc2c(C=O)[nH]c3c2CCCC3)CC1. Reaction SMILES: [C:28](=[O:29])([O-:30])[O-:31].[CH2:21]([CH3:22])[O:23][C:24]([CH2:25][Br:26])=[O:27].[CH3:34][N:35]([CH3:36])[CH:37]=[O:38].[K+:32].[K+:33].[N:1]1([CH2:7][CH2:8][CH2:9][c:10]2[c:11]([CH:19]=[O:20])[nH:12][c:13]3[c:18]2[CH2:17][CH2:16][CH2:15][CH2:14]3)[CH2:2][CH2:3][NH:4][CH2:5][CH2:6]1>>[N:1]1([CH2:7][CH2:8][CH2:9][c:10]2[c:11]([CH:19]=[O:20])[nH:12][c:13]3[c:18]2[CH2:17][CH2:16][CH2:15][CH2:14]3)[CH2:2][CH2:3][N:4]([CH2:25][C:24]([O:23][CH2:21][CH3:22])=[O:27])[CH2:5][CH2:6]1. Reactants: CC(C)(C)C(=O)Cl, CCN(C(C)C)C(C)C, Cc1nc2ccccc2n1C1CC2CCC(C1)N2CCC1(c2cccc(F)c2)CCN(C(=O)C2(N)CCCC2)CC1. RXN SMILES: [CH3:42][C:43]([C:44](=[O:45])[Cl:46])([CH3:47])[CH3:48].[CH:49]([N:50]([CH2:51][CH3:52])[CH:53]([CH3:54])[CH3:55])([CH3:56])[CH3:57].[F:1][c:2]1[cH:3][c:4]([C:8]2([CH2:22][CH2:23][N:24]3[CH:25]4[CH2:26][CH:27]([n:32]5[c:33]([CH3:41])[n:34][c:35]6[c:36]5[cH:37][cH:38][cH:39][cH:40]6)[CH2:28][CH:29]3[CH2:30][CH2:31]4)[CH2:9][CH2:10][N:11]([C:14](=[O:15])[C:16]3([NH2:21])[CH2:17][CH2:18][CH2:19][CH2:20]3)[CH2:12][CH2:13]2)[cH:5][cH:6][cH:7]1>>[F:1][c:2]1[cH:3][c:4]([C:8]2([CH2:22][CH2:23][N:24]3[CH:25]4[CH2:26][CH:27]([n:32]5[c:33]([CH3:41])[n:34][c:35]6[c:36]5[cH:37][cH:38][cH:39][cH:40]6)[CH2:28][CH:29]3[CH2:30][CH2:31]4)[CH2:9][CH2:10][N:11]([C:14](=[O:15])[C:16]3([NH:21][C:44]([C:43]([CH3:42])([CH3:47])[CH3:48])=[O:45])[CH2:17][CH2:18][CH2:19][CH2:20]3)[CH2:12][CH2:13]2)[cH:5][cH:6][cH:7]1. Yields the product Cc1nc2ccccc2n1C1CC2CCC(C1)N2CCC1(c2cccc(F)c2)CCN(C(=O)C2(NC(=O)C(C)(C)C)CCCC2)CC1. The reactants are ClC1=C(C(=O)C2=C(NC(C)=O)C=CC(=C2)Cl)C=CC=C1 (2'-(o-chlorobenzoyl)-4'-chloroacetanilide), [OH-].[Na+] (sodium hydroxide). Yields the product ClC=1C=C2C(=CC(NC2=CC1)=O)C1=C(C=CC=C1)Cl (6-chloro-4-(o-chlorophenyl)-2(1H)-quinolone). As a reaction SMILES: [Cl:1][C:2]1[CH:20]=[CH:19][CH:18]=[CH:17][C:3]=1[C:4]([C:6]1[CH:15]=[C:14]([Cl:16])[CH:13]=[CH:12][C:7]=1[NH:8][C:9](=[O:11])[CH3:10])=O.[OH-].[Na+]>>[Cl:16][C:14]1[CH:15]=[C:6]2[C:7](=[CH:12][CH:13]=1)[NH:8][C:9](=[O:11])[CH:10]=[C:4]2[C:3]1[CH:17]=[CH:18][CH:19]=[CH:20][C:2]=1[Cl:1] |f:1.2|. Procedure details: In the manner given in Preparation 2, 2'-(o-chlorobenzoyl)-4'-chloroacetanilide was reacted with sodium hydroxide to give 6-chloro-4-(o-chlorophenyl)-2(1H)-quinolone. Reactants: NC1=C(C(=O)NC)C=C(C=C1)C1=CCC2(OCCO2)CC1 (2-amino-5-(1,4-dioxaspiro[4.5]dec-7-en-8-yl)-N-methylbenzamide), NC1=C(C(=O)NC)C=C(C=C1)C1=CCC2(OCCO2)CC1 (2-amino-5-(1,4-dioxaspiro[4.5]dec-7-en-8-yl)-N-methylbenzamide), CCO (EtOH), N#N (N2). Reagents/catalysts: [Pd] (Pd—C). Run at time 8 hour. Product: NC1=C(C(=O)NC)C=C(C=C1)C1CCC2(OCCO2)CC1 (2-amino-5-(1,4-dioxaspiro[4.5]dec-8-yl)-N-methylbenzamide), pinkish solid. As a reaction SMILES: [NH2:1][C:2]1[CH:11]=[CH:10][C:9]([C:12]2[CH2:21][CH2:20][C:15]3([O:19][CH2:18][CH2:17][O:16]3)[CH2:14][CH:13]=2)=[CH:8][C:3]=1[C:4]([NH:6][CH3:7])=[O:5].CCO.N#N>[Pd]>[NH2:1][C:2]1[CH:11]=[CH:10][C:9]([CH:12]2[CH2:21][CH2:20][C:15]3([O:16][CH2:17][CH2:18][O:19]3)[CH2:14][CH2:13]2)=[CH:8][C:3]=1[C:4]([NH:6][CH3:7])=[O:5]. Procedure details: 10% Pd—C (50% H2O w/w) (264 mg, 0.124 mmol) was added to a solution of 2-amino-5-(1,4-dioxaspiro[4.5]dec-7-en-8-yl)-N-methylbenzamide (Compound 139C, 357 mg, 1.24 mmol) in EtOH (30 mL, 500 mmol). The reaction mixture was subjected to three cycles of evacuation and N2 purging. After a fourth evacuation, the mixture was flushed with H2 and allowed to stirred under hydrogen overnight. The catalyst was removed by filtration through a pad of celite, and the filtrate was evaporated under reduced press... Reactants: CN(CC1CCCO1)S(=O)(=O)c1ccc(-c2cnc3[nH]c(CCC4CCCCC(=S)N4)nc3c2)cc1, CO, N, NC1=NC(CCc2nc3cc(-c4ccccc4)cnc3[nH]2)CCCC1. Product: CN(CC1CCCO1)S(=O)(=O)c1ccc(-c2cnc3[nH]c(CCC4CCCCC(N)=N4)nc3c2)cc1. Reaction SMILES: [CH3:26][N:27]([S:28](=[O:29])(=[O:30])[c:31]1[cH:32][cH:33][c:34](-[c:35]2[cH:36][c:37]3[n:38][c:39]([CH2:40][CH2:41][CH:42]4[CH2:43][CH2:44][CH2:45][CH2:46][C:47](=[S:48])[NH:49]4)[nH:50][c:51]3[n:52][cH:53]2)[cH:54][cH:55]1)[CH2:56][CH:57]1[O:58][CH2:59][CH2:60][CH2:61]1.[CH3:63][OH:64].[NH3:62].[c:1]1(-[c:7]2[cH:8][c:9]3[c:10]([n:11][cH:12]2)[nH:13][c:14]([CH2:16][CH2:17][CH:18]2[CH2:19][CH2:20][CH2:21][CH2:22][C:23]([NH2:25])=[N:24]2)[n:15]3)[cH:2][cH:3][cH:4][cH:5][cH:6]1>>[c:1]1(-[c:7]2[cH:8][c:9]3[c:10]([n:11][cH:12]2)[nH:13][c:14]([CH2:16][CH2:17][CH:18]2[CH2:19][CH2:20][CH2:21][CH2:22][C:23]([NH2:25])=[N:24]2)[n:15]3)[cH:2][cH:3][c:4]([S:28]([N:27]([CH3:26])[CH2:56][CH:57]2[O:58][CH2:59][CH2:60][CH2:61]2)(=[O:29])=[O:30])[cH:5][cH:6]1. Reactants: FC(OC=1C=C(C=CC1O)C=1OC=C(N1)CNC(C1=NC=CC=C1C)=O)F (N-[2-(3-difluoromethoxy-4-hydroxyphenyl)oxazol-4-ylmethyl]-3-methylpicolinamide), C(C(C)C)Br (isobutyl bromide). Yields the product FC(OC=1C=C(C=CC1OCC(C)C)C=1OC=C(N1)CNC(C1=NC=CC=C1C)=O)F (N-[2-(3-difluoromethoxy-4-isobutoxy phenyl)oxazol-4-ylmethyl]-3-methylpicolinamide). Reaction SMILES: [F:1][CH:2]([F:27])[O:3][C:4]1[CH:5]=[C:6]([C:11]2[O:12][CH:13]=[C:14]([CH2:16][NH:17][C:18](=[O:26])[C:19]3[C:24]([CH3:25])=[CH:23][CH:22]=[CH:21][N:20]=3)[N:15]=2)[CH:7]=[CH:8][C:9]=1[OH:10].[CH2:28](Br)[CH:29]([CH3:31])[CH3:30]>>[F:27][CH:2]([F:1])[O:3][C:4]1[CH:5]=[C:6]([C:11]2[O:12][CH:13]=[C:14]([CH2:16][NH:17][C:18](=[O:26])[C:19]3[C:24]([CH3:25])=[CH:23][CH:22]=[CH:21][N:20]=3)[N:15]=2)[CH:7]=[CH:8][C:9]=1[O:10][CH2:28][CH:29]([CH3:31])[CH3:30]. Reported procedure: Using the compound obtained in Example 367 and isobutyl bromide, white powdery N-[2-(3-difluoromethoxy-4-isobutoxy phenyl)oxazol-4-ylmethyl]-3-methylpicolinamide was obtained following the procedure of Example 98. Reactants: FC=1C=C2C=CNC2=CC1 (5-fluoroindole), C(=C)C(=O)C (methyl vinyl ketone). The reagents and catalysts are C(F)(F)(F)S(=O)(=O)[O-].C(F)(F)(F)S(=O)(=O)[O-].C(F)(F)(F)S(=O)(=O)[O-].[Sc+3] (Sc(OTf)3). The solvent is CC#N (MeCN). Conditions: time 1 hour. Yields the product FC=1C=C2C(=CNC2=CC1)CCC(C)=O (4-(5-fluoro-1H-indol-3-yl)-butan-2-one). The yield is 69.3%. RXN SMILES: [F:1][C:2]1[CH:3]=[C:4]2[C:8](=[CH:9][CH:10]=1)[NH:7][CH:6]=[CH:5]2.[CH:11]([C:13]([CH3:15])=[O:14])=[CH2:12]>CC#N.C(S([O-])(=O)=O)(F)(F)F.C(S([O-])(=O)=O)(F)(F)F.C(S([O-])(=O)=O)(F)(F)F.[Sc+3]>[F:1][C:2]1[CH:3]=[C:4]2[C:8](=[CH:9][CH:10]=1)[NH:7][CH:6]=[C:5]2[CH2:12][CH2:11][C:13](=[O:14])[CH3:15] |f:3.4.5.6|. Procedure details: A solution of 5-fluoroindole (10.5 g, 78 mmol) in MeCN (150 mL) at 0° C. is treated with methyl vinyl ketone (9.5 mL, 117 mmol) and Sc(OTf)3 (383 mg, 0.78 mmol) and stirred for 1 h. The mixture is then stirred an additional 6 h at rt. The mixture is concentrated in vacuo. The residue is purified by silica gel chromatography eluting with 10%-50% EtOAc in heptane to afford 4-(5-fluoro-1H-indol-3-yl)-butan-2-one (11.1 g, 70%). Reactants: C(C)(C)(C)OC(=O)NC1=C(N=C(S1)C1CCCC1)C(=O)O (5-(tert-butoxycarbonylamino)-2-cyclopentylthiazole-4-carboxylic acid), NC=1C=NC=CC1N1C[C@H](CCC1)NC(OC(C)(C)C)=O ((S)-tert-butyl 1-(3-aminopyridin-4-yl)piperidin-3-ylcarbamate). The product is NC1=C(N=C(S1)C1CCCC1)C(=O)NC=1C=NC=CC1N1C[C@H](CCC1)N ((S)-5-amino-N-(4-(3-aminopiperidin-1-yl)pyridin-3-yl)-2-cyclopentylthiazole-4-carboxamide). Yield: 48.0%. Reaction SMILES: C(OC([NH:8][C:9]1[S:13][C:12]([CH:14]2[CH2:18][CH2:17][CH2:16][CH2:15]2)=[N:11][C:10]=1[C:19]([OH:21])=O)=O)(C)(C)C.[NH2:22][C:23]1[CH:24]=[N:25][CH:26]=[CH:27][C:28]=1[N:29]1[CH2:34][CH2:33][CH2:32][C@H:31]([NH:35]C(=O)OC(C)(C)C)[CH2:30]1>>[NH2:8][C:9]1[S:13][C:12]([CH:14]2[CH2:15][CH2:16][CH2:17][CH2:18]2)=[N:11][C:10]=1[C:19]([NH:22][C:23]1[CH:24]=[N:25][CH:26]=[CH:27][C:28]=1[N:29]1[CH2:34][CH2:33][CH2:32][C@H:31]([NH2:35])[CH2:30]1)=[O:21]. Reported procedure: Followed the procedure as described in EXAMPLE 1, starting with 5-(tert-butoxycarbonylamino)-2-cyclopentylthiazole-4-carboxylic acid and (S)-tert-butyl 1-(3-aminopyridin-4-yl)piperidin-3-ylcarbamate. Obtained the desired product as a white solid (22 mg, 48%). 1H NMR (500 MHz, DMSO) δ 9.39 (s, 1H), 8.18 (d, J=5.2 Hz, 1H), 7.24 (s, 1H), 7.10 (d, J=5.3 Hz, 1H), 3.23 (m, 3H), 3.07 (d, J=10.5 Hz, 1H), 2.96 (d, J=9.7 Hz, 2H), 2.67-2.53 (m, 2H), 2.43-2.34 (m, 1H), 2.03 (d, J=8.1 Hz, 2H), 1.87 (d, J=12....